This data is from the Open Reaction Database (ORD), a public repository of structured organic reaction records. The task is: describe an organic reaction: reactants, conditions, products, and yield The reactants are CO, COc1ccnc(CSc2nc3cc(OC(F)F)ccc3[nH]2)c1OC, [Na+], [Na+], O=S([O-])([O-])=S, O, OO. The product is COc1ccnc(CS(=O)c2nc3cc(OC(F)F)ccc3[nH]2)c1OC. As a reaction SMILES: [CH3:33][OH:34].[F:1][CH:2]([O:3][c:4]1[cH:5][c:6]2[c:7]([nH:8][c:9]([S:11][CH2:12][c:13]3[n:14][cH:15][cH:16][c:17]([O:21][CH3:22])[c:18]3[O:19][CH3:20])[n:10]2)[cH:23][cH:24]1)[F:25].[Na+:26].[Na+:27].[O-:28][S:29]([O-:30])(=[S:31])=[O:32].[OH2:37].[OH:35][OH:36]>>[F:1][CH:2]([O:3][c:4]1[cH:5][c:6]2[c:7]([nH:8][c:9]([S:11]([CH2:12][c:13]3[n:14][cH:15][cH:16][c:17]([O:21][CH3:22])[c:18]3[O:19][CH3:20])=[O:28])[n:10]2)[cH:23][cH:24]1)[F:25]. The reactants are CC1=C(C(=O)O)C=CC=C1 (2-methylbenzoic acid), N1(CCOCC1)C(CN)C1=NC=CC=C1 ((2-morpholin-4-yl-2-pyridin-2-ylethyl)amine). The product is CC1=C(C(=O)NCC(C2=NC=CC=C2)N2CCOCC2)C=CC=C1 (2-Methyl-N-(2-morpholin-4-yl-2-pyridin-2-yl-ethyl)-benzamide). RXN SMILES: [CH3:1][C:2]1[CH:10]=[CH:9][CH:8]=[CH:7][C:3]=1[C:4]([OH:6])=O.[N:11]1([CH:17]([C:20]2[CH:25]=[CH:24][CH:23]=[CH:22][N:21]=2)[CH2:18][NH2:19])[CH2:16][CH2:15][O:14][CH2:13][CH2:12]1>>[CH3:1][C:2]1[CH:10]=[CH:9][CH:8]=[CH:7][C:3]=1[C:4]([NH:19][CH2:18][CH:17]([N:11]1[CH2:12][CH2:13][O:14][CH2:15][CH2:16]1)[C:20]1[CH:25]=[CH:24][CH:23]=[CH:22][N:21]=1)=[O:6]. Procedure details: From 2-methylbenzoic acid and (2-morpholin-4-yl-2-pyridin-2-ylethyl)amine. The reactants are CI (methyl iodide), ClC1=CC2=C([C@H]3CCC(N[C@@H]3CC2)=O)C=C1 ((4aR)-(10bR)-8-chloro-1,2,3,4,4a,5,6,10b-octahydrobenzo[f]quinolin-3-one), [OH-].[Na+] (sodium hydroxide). Solvent: C1CCOC1 (THF). Yields the product ClC1=CC2=C([C@H]3CCC(N([C@@H]3CC2)C)=O)C=C1 ((4aR) -(10bR)-8-chloro-4-methyl-1,2,3,4,4a,5,6,10b-octahydrobenzo[f]quinolin-3-one). Yield: 142.9%. RXN SMILES: [CH3:1]I.[Cl:3][C:4]1[CH:18]=[CH:17][C:7]2[C@@H:8]3[C@@H:13]([CH2:14][CH2:15][C:6]=2[CH:5]=1)[NH:12][C:11](=[O:16])[CH2:10][CH2:9]3.[OH-].[Na+]>C1COCC1>[Cl:3][C:4]1[CH:18]=[CH:17][C:7]2[C@@H:8]3[C@@H:13]([CH2:14][CH2:15][C:6]=2[CH:5]=1)[N:12]([CH3:1])[C:11](=[O:16])[CH2:10][CH2:9]3 |f:2.3|. Procedure: To a 1-liter flask equipped with a condenser and a stirrer were added 470 mL of THF, 18.7 g of methyl iodide and 47 g of (4aR)-(10bR)-8-chloro-1,2,3,4,4a,5,6,10b-octahydrobenzo[f]quinolin-3-one, and stirring was begun at ambient temperature. To the mixture was added 100 ml of 50% aqueous sodium hydroxide in one portion, and gentle heating was begun. The temperature was raised as high as 41° and was then gradually lowered to 29° at the end of 16 hours of stirring. HPLC liquid chromatography, elut... Starting materials: CC(=O)OCCc1c(N)ccc(NC(=O)C(F)(F)c2ccc(F)c3ccccc23)c1F, C1CCOC1, CO, [K+], [K+], O=C([O-])[O-], O. The product is Nc1ccc(NC(=O)C(F)(F)c2ccc(F)c3ccccc23)c(F)c1CCO. RXN SMILES: [C:1](=[O:2])([CH3:3])[O:4][CH2:5][CH2:6][c:7]1[c:8]([NH2:31])[cH:9][cH:10][c:11]([NH:14][C:15]([C:16]([c:17]2[cH:18][cH:19][c:20]([F:27])[c:21]3[cH:22][cH:23][cH:24][cH:25][c:26]23)([F:28])[F:29])=[O:30])[c:12]1[F:13].[CH2:32]1[O:33][CH2:34][CH2:35][CH2:36]1.[CH3:43][OH:44].[K+:37].[K+:38].[O-:39][C:40]([O-:41])=[O:42].[OH2:45]>>[OH:4][CH2:5][CH2:6][c:7]1[c:8]([NH2:31])[cH:9][cH:10][c:11]([NH:14][C:15]([C:16]([c:17]2[cH:18][cH:19][c:20]([F:27])[c:21]3[cH:22][cH:23][cH:24][cH:25][c:26]23)([F:28])[F:29])=[O:30])[c:12]1[F:13]. RXN SMILES: C1([C@H]2C[C@H]2C(OCC)=O)C=CC=CC=1.C[O:16][C:17]([CH:19]1[CH2:23][CH2:22][CH:21]([C:24]2[CH:29]=[CH:28][CH:27]=[CH:26][CH:25]=2)[CH2:20]1)=O>>[C:24]1([CH:21]2[CH2:22][CH2:23][CH:19]([CH2:17][OH:16])[CH2:20]2)[CH:29]=[CH:28][CH:27]=[CH:26][CH:25]=1. The yield is 86.3%. The product is C1(=CC=CC=C1)C1CC(CC1)CO ((3-phenylcyclopentyl)methanol). Procedure: Instead of ethyl cis-2-phenylcyclopropanecarboxylate, 3-phenyl-cyclopentanecarboxylic acid methyl ester (1.76 g) was used and treated by the same technique as in Reference Example 23-1(2) to give (3-phenylcyclopentyl)methanol as a colorless oil (1.31 g). Starting materials: C1(=CC=CC=C1)[C@@H]1[C@@H](C1)C(=O)OCC (ethyl cis-2-phenylcyclopropanecarboxylate), COC(=O)C1CC(CC1)C1=CC=CC=C1 (3-phenyl-cyclopentanecarboxylic acid methyl ester). Reactants: Br, O=C([O-])O, COc1ccc(CC2NCCCC2C(=O)O)cc1, CN(C)C=O, ClCc1ccccc1, [Na+]. Yields the product COc1ccc(CC2C(C(=O)O)CCCN2Cc2ccccc2)cc1, Cl. As a reaction SMILES: [BrH:1].[C:20](=[O:21])([OH:22])[O-:23].[CH3:2][O:3][c:4]1[cH:5][cH:6][c:7]([CH2:8][CH:9]2[NH:10][CH2:11][CH2:12][CH2:13][CH:14]2[C:15](=[O:16])[OH:17])[cH:18][cH:19]1.[CH3:33][N:34]([CH3:35])[CH:36]=[O:37].[Cl:25][CH2:26][c:27]1[cH:28][cH:29][cH:30][cH:31][cH:32]1.[Na+:24]>>[CH3:2][O:3][c:4]1[cH:5][cH:6][c:7]([CH2:8][CH:9]2[N:10]([CH2:26][c:27]3[cH:28][cH:29][cH:30][cH:31][cH:32]3)[CH2:11][CH2:12][CH2:13][CH:14]2[C:15](=[O:16])[OH:17])[cH:18][cH:19]1.[ClH:25]. Starting materials: O1C=C(C=C1)C1=C(N=C(S1)NC=O)C1=CC=CC=C1 (N-(5-Furan-3-yl-4-phenyl-thiazol-2-yl)-formamide). Solvent: CO (methanol), C1CCOC1 (THF), Cl (hydrochloric acid). The product is O1C=C(C=C1)C1=C(N=C(S1)N)C1=CC=CC=C1 (5-Furan-3-yl-4-phenyl-thiazol-2-ylamine). RXN SMILES: [O:1]1[CH:5]=[CH:4][C:3]([C:6]2[S:10][C:9]([NH:11]C=O)=[N:8][C:7]=2[C:14]2[CH:19]=[CH:18][CH:17]=[CH:16][CH:15]=2)=[CH:2]1>CO.C1COCC1.Cl>[O:1]1[CH:5]=[CH:4][C:3]([C:6]2[S:10][C:9]([NH2:11])=[N:8][C:7]=2[C:14]2[CH:19]=[CH:18][CH:17]=[CH:16][CH:15]=2)=[CH:2]1. Reported procedure: N-(5-Furan-3-yl-4-phenyl-thiazol-2-yl)-formamide (5.7 g, 21 mmol) was dissolved in a mixture of methanol (210 mL) and THF (90 mL), and conc. squeous hydrochloric acid (8.7 mL) was added dropwise at room temperature. The reaction mixture was stirred over night and the solvent was removed by evaporation. The residue was extracted with ethyl acetate, and washed with NaHCO3 (aq.; sat.) and water and dried over sodium sulfate. The solvent was removed and the crude product was purified on neutral Al2O...